Dataset: the Open Reaction Database (ORD), a public repository of structured organic reaction records. Task: describe an organic reaction: reactants, conditions, products, and yield Reactants: C(C)OC(=O)[C@H](CCC1=CC=CC=C1)N[C@@H]1C(N([C@@H](CSC1)C)CC(=O)O)=O (α-{6(R)-[1(S)-Ethoxycarbonyl-3-phenylpropylamino]-3(R)-methyl-5-oxoperhydro-1,4-thiazepin-4-yl}acetic acid), [OH-].[Na+] (sodium hydroxide). Yields the product C(=O)(O)[C@H](CCC1=CC=CC=C1)N[C@@H]1C(N([C@@H](CSC1)C)CC(=O)O)=O (α-{6(R)-[1(S)-Carboxy-3-phenylpropylamino]-3(R)-methyl-5-oxoperhydro-1,4-thiazepin-4-yl}acetic acid). Isolated yield 57.1%. As a reaction SMILES: C([O:3][C:4]([C@@H:6]([NH:15][C@H:16]1[CH2:22][S:21][CH2:20][C@@H:19]([CH3:23])[N:18]([CH2:24][C:25]([OH:27])=[O:26])[C:17]1=[O:28])[CH2:7][CH2:8][C:9]1[CH:14]=[CH:13][CH:12]=[CH:11][CH:10]=1)=[O:5])C.[OH-].[Na+]>>[C:4]([C@@H:6]([NH:15][C@H:16]1[CH2:22][S:21][CH2:20][C@@H:19]([CH3:23])[N:18]([CH2:24][C:25]([OH:27])=[O:26])[C:17]1=[O:28])[CH2:7][CH2:8][C:9]1[CH:10]=[CH:11][CH:12]=[CH:13][CH:14]=1)([OH:5])=[O:3] |f:1.2|. Procedure: 175 mg of α-{6(R)-[1(S)-ethoxycarbonyl-3-phenylpropylamino]-3(R)-methyl-5-oxoperhydro-1,4-thiazepin-4-yl}acetic acid (prepared as described in Example 31 above) was hydrolyzed with aqueous sodium hydroxide in the same manner as described in Example 5, to give 93 mg of the title compound as a powder. Reactants: C[C@@]12[C@H](CC[C@H]1[C@@H]1CCC3=CCCC[C@]3(CO)[C@H]1CC2)O (4-androstene-17β,19-diol), C[C@H]1CCC=C2CC[C@H]3[C@@H]4CC[C@@H]([C@@]4(C)CC[C@@H]3[C@@]12CO)O (1α-methyl-4-androstene-17β,19-diol). Yields the product C[C@@]12C(CC[C@H]1[C@@H]1CCC3=CCCC[C@]3(C=O)[C@H]1CC2)=O (4-androstene-17,19-dione). RXN SMILES: [CH3:1][C@:2]12[CH2:20][CH2:19][C@H:18]3[C@@H:7]([CH2:8][CH2:9][C:10]4[C@:15]3([CH2:16][OH:17])[CH2:14][CH2:13][CH2:12][CH:11]=4)[C@@H:6]1[CH2:5][CH2:4][C@@H:3]2[OH:21].C[C@@H]1[C@@]2(CO)C(CC[C@@H]3[C@@H]2CC[C@@]2(C)[C@H]3CC[C@@H]2O)=CCC1>>[CH3:1][C@:2]12[CH2:20][CH2:19][C@H:18]3[C@@H:7]([CH2:8][CH2:9][C:10]4[C@:15]3([CH:16]=[O:17])[CH2:14][CH2:13][CH2:12][CH:11]=4)[C@@H:6]1[CH2:5][CH2:4][C:3]2=[O:21]. Procedure details: In the same manner, substituting 4-androstene-17β,19-diol for the 1α-methyl-4-androstene-17β,19-diol above results in the preparation of 4-androstene-17,19-dione. Reaction SMILES: [N:1]1([CH2:7][CH2:8][O:9][C:10]2[CH:15]=[CH:14][CH:13]=[CH:12][C:11]=2[CH2:16][S:17]([C:20]2[CH:21]=[C:22]3[C:26](=[CH:27][CH:28]=2)[NH:25][C:24](=[O:29])[CH2:23]3)(=[O:19])=[O:18])[CH2:6][CH2:5][O:4][CH2:3][CH2:2]1.[CH3:30][C:31]1[C:35]([C:36]([N:38]2[CH2:42][CH2:41][CH2:40][C@@H:39]2[CH2:43][N:44]2[CH2:48][CH2:47][CH2:46][CH2:45]2)=[O:37])=[C:34]([CH3:49])[NH:33][C:32]=1[CH:50]=O>N1CCCCC1.C(O)C>[CH3:30][C:31]1[C:35]([C:36]([N:38]2[CH2:42][CH2:41][CH2:40][C@@H:39]2[CH2:43][N:44]2[CH2:48][CH2:47][CH2:46][CH2:45]2)=[O:37])=[C:34]([CH3:49])[NH:33][C:32]=1/[CH:50]=[C:23]1\[C:24](=[O:29])[NH:25][C:26]2[C:22]\1=[CH:21][C:20]([S:17]([CH2:16][C:11]1[CH:12]=[CH:13][CH:14]=[CH:15][C:10]=1[O:9][CH2:8][CH2:7][N:1]1[CH2:6][CH2:5][O:4][CH2:3][CH2:2]1)(=[O:19])=[O:18])=[CH:28][CH:27]=2. Yield: 51.3%. Reagents/catalysts: N1CCCCC1 (piperidine). Product: CC1=C(NC(=C1C(=O)N1[C@H](CCC1)CN1CCCC1)C)\C=C\1/C(NC2=CC=C(C=C12)S(=O)(=O)CC1=C(C=CC=C1)OCCN1CCOCC1)=O (3-[1-[3,5-Dimethyl-4-((R)-2-pyrrolidin-1-ylmethyl-pyrrolidine-1-carbonyl)-1H-pyrrol-2-yl]-meth-(Z)-ylidene]-5-[2-(2-morpholin-4-yl-ethoxy)-phenylmethanesulfonyl]-1,3-dihydro-indol-2-one). Procedure details: 5-[2-(2-Morpholin-4-yl-ethoxy)-phenylmethanesulfonyl]-1,3-dihydro-indol-2-one (41 mg, 0.1 mmol) was condensed with 3,5-dimethyl-4-((R)-2-pyrrolidin-1-ylmethyl-pyrrolidine-1-carbonyl)-1H-pyrrole-2-carbaldehyde (35 mg, 0.1 mmol) and piperidine (1 drop) in ethanol (1.5 mL) at rt for 48 hours. The solid was collected by vacuum filtration and purified on a silica gel column to give 36 mg (35%) of the titled compound. Run in C(C)O (ethanol). Reactants: CC1=C(NC(=C1C(=O)N1[C@H](CCC1)CN1CCCC1)C)C=O (3,5-dimethyl-4-((R)-2-pyrrolidin-1-ylmethyl-pyrrolidine-1-carbonyl)-1H-pyrrole-2-carbaldehyde), N1(CCOCC1)CCOC1=C(C=CC=C1)CS(=O)(=O)C=1C=C2CC(NC2=CC1)=O (5-[2-(2-Morpholin-4-yl-ethoxy)-phenylmethanesulfonyl]-1,3-dihydro-indol-2-one). Starting materials: CCCC[N+](CCCC)(CCCC)CCCC.[F-] (TBAF), C(C)(C)(C)OC(N(CC1CC1)CC1=CC(=C(C=C1)Cl)C(O[SiH2]C(C)(C)C)(C)C)=O ([3-(tert-butyl-dimethyl-silanyloxymethyl)-4-chloro-benzyl]-cyclopropylmethyl-carbamic acid tert-butyl ester), CCOC(=O)C (EtOAc). Solvent: C1CCOC1 (THF). Run at time 1 hour. The product is C(C)(C)(C)OC(N(CC1CC1)CC1=CC(=C(C=C1)Cl)CO)=O ((4-Chloro-3-hydroxymethyl-benzyl)-cyclopropylmethyl-carbamic acid tert-butyl ester). The yield is 43.8%. RXN SMILES: CCCC[N+](CCCC)(CCCC)CCCC.[F-].[C:19]([O:23][C:24](=[O:47])[N:25]([CH2:30][C:31]1[CH:36]=[CH:35][C:34]([Cl:37])=[C:33]([C:38](C)(C)[O:39][SiH2]C(C)(C)C)[CH:32]=1)[CH2:26][CH:27]1[CH2:29][CH2:28]1)([CH3:22])([CH3:21])[CH3:20].CCOC(C)=O>C1COCC1>[C:19]([O:23][C:24](=[O:47])[N:25]([CH2:30][C:31]1[CH:36]=[CH:35][C:34]([Cl:37])=[C:33]([CH2:38][OH:39])[CH:32]=1)[CH2:26][CH:27]1[CH2:29][CH2:28]1)([CH3:22])([CH3:20])[CH3:21] |f:0.1|. Procedure details: TBAF (1M in THF, 14.0 mL, 14.0 mmol) was added to a sol. of [3-(tert-butyl-dimethyl-silanyloxymethyl)-4-chloro-benzyl]-cyclopropylmethyl-carbamic acid tert-butyl ester (3.08 g, 7.00 mmol) in THF (68 mL) at 0° C. The mixture was stirred for 1 h while warming up to rt. EtOAc was added, and the mixture was washed with aq. sat. NH4Cl and brine. The org. layer was dried over MgSO4, filtered, and the solvents were removed under reduced pressure. Purification of the crude by FC (CH2Cl2→CH2Cl2/MeOH 9:1)...